This data is from the Open Reaction Database (ORD), a public repository of structured organic reaction records. The task is: describe an organic reaction: reactants, conditions, products, and yield The reactants are CC1=CC=C(C=2C=CNC12)C(=O)O (7-methyl-1H-indole-4-carboxylic acid), S(O)(O)(=O)=O (sulfuric acid), CO (methanol). Yields the product CC1=CC=C(C=2C=CNC12)C(=O)OC (Methyl 7-methyl-1H-indole-4-carboxylate). RXN SMILES: [CH3:1][C:2]1[C:10]2[NH:9][CH:8]=[CH:7][C:6]=2[C:5]([C:11]([OH:13])=[O:12])=[CH:4][CH:3]=1.S(=O)(=O)(O)O.[CH3:19]O>>[CH3:1][C:2]1[C:10]2[NH:9][CH:8]=[CH:7][C:6]=2[C:5]([C:11]([O:13][CH3:19])=[O:12])=[CH:4][CH:3]=1. Procedure details: Under N2 atmosphere, 7-methyl-1H-indole-4-carboxylic acid (1 g, 5.71 mmol), sulfuric acid (300 μL, 5.63 mmol) and methanol (50 mL) were heated at reflux for 10 h. The MeOH was removed in vacuo and the residue dissolved in 30 mL DCM. The solution was washed with water and saturated NaHCO3, dried over MgSO4, filtered and concentrated. The residue was purified by column chromatography (Biotage; 0% to 100% EtOAc:Hex; 25 g-HP-silica gel column) to give the title compound. 1H NMR (400 MHz, CHLOROFORM-...